Dataset: the Open Reaction Database (ORD), a public repository of structured organic reaction records. Task: describe an organic reaction: reactants, conditions, products, and yield Starting materials: C=O, c1ccc(CNCc2ccccc2)cc1. Product: CN(Cc1ccccc1)Cc1ccccc1. Reaction SMILES: [CH2:16]=[O:17].[CH2:1]([c:2]1[cH:3][cH:4][cH:5][cH:6][cH:7]1)[NH:8][CH2:9][c:10]1[cH:11][cH:12][cH:13][cH:14][cH:15]1>>[CH2:1]([c:2]1[cH:3][cH:4][cH:5][cH:6][cH:7]1)[N:8]([CH2:9][c:10]1[cH:11][cH:12][cH:13][cH:14][cH:15]1)[CH3:16]. Starting materials: [BH4-], CCO, CN=Cc1c(C)n(C)c2ccccc12, [Na+]. The product is CNCc1c(C)n(C)c2ccccc12. RXN SMILES: [BH4-:15].[CH3:17][CH2:18][OH:19].[CH3:1][n:2]1[c:3]([CH3:14])[c:4]([CH:11]=[N:12][CH3:13])[c:5]2[cH:6][cH:7][cH:8][cH:9][c:10]12.[Na+:16]>>[CH3:1][n:2]1[c:3]([CH3:14])[c:4]([CH2:11][NH:12][CH3:13])[c:5]2[cH:6][cH:7][cH:8][cH:9][c:10]12. The reactants are COC(=O)c1ccc(CC(C)=O)cc1C, CCCCCC, NCC(O)c1cccc(C(F)(F)F)c1. Product: COC(=O)c1ccc(CC(C)NCC(O)c2cccc(C(F)(F)F)c2)cc1C. RXN SMILES: [C:1](=[O:2])([O:3][CH3:4])[c:5]1[c:6]([CH3:15])[cH:7][c:8]([CH2:11][C:12]([CH3:13])=[O:14])[cH:9][cH:10]1.[CH3:30][CH2:31][CH2:32][CH2:33][CH2:34][CH3:35].[OH:16][CH:17]([CH2:18][NH2:19])[c:20]1[cH:21][c:22]([C:26]([F:27])([F:28])[F:29])[cH:23][cH:24][cH:25]1>>[C:1](=[O:2])([O:3][CH3:4])[c:5]1[c:6]([CH3:15])[cH:7][c:8]([CH2:11][CH:12]([CH3:13])[NH:19][CH2:18][CH:17]([OH:16])[c:20]2[cH:21][c:22]([C:26]([F:27])([F:28])[F:29])[cH:23][cH:24][cH:25]2)[cH:9][cH:10]1. Starting materials: C(=O)(N1C=NC=C1)N1C=NC=C1 (1,1'-carbonyldiimidazole), OC1=C(C=NC2=CC(=CC=C12)C(F)(F)F)C(=O)O (4-hydroxy-7-trifluoromethyl-3-quinolinecarboxylic acid), ClC1=CC=C(CN)C=C1 (4-chlorobenzylamine). Solvent: O1CCCC1 (tetrahydrofuran), O1CCCC1 (tetrahydrofuran). Run at time 1 hour. Yields the product ClC1=CC=C(C=C1)CNC(=O)C=1C=NC2=CC(=CC=C2C1O)C(F)(F)F (N-[(4-Chlorophenyl)methyl]-4-hydroxy-7-(trifluoromethyl)-3-quinoline-carboxamide). As a reaction SMILES: C(N1C=CN=C1)(N1C=CN=C1)=O.[OH:13][C:14]1[C:23]2[C:18](=[CH:19][C:20]([C:24]([F:27])([F:26])[F:25])=[CH:21][CH:22]=2)[N:17]=[CH:16][C:15]=1[C:28]([OH:30])=O.[Cl:31][C:32]1[CH:39]=[CH:38][C:35]([CH2:36][NH2:37])=[CH:34][CH:33]=1>O1CCCC1>[Cl:31][C:32]1[CH:39]=[CH:38][C:35]([CH2:36][NH:37][C:28]([C:15]2[CH:16]=[N:17][C:18]3[C:23]([C:14]=2[OH:13])=[CH:22][CH:21]=[C:20]([C:24]([F:25])([F:26])[F:27])[CH:19]=3)=[O:30])=[CH:34][CH:33]=1. Procedure: To a solution of 0.892 g 1,1'-carbonyldiimidazole in 30 mL of tetrahydrofuran is added 1.29 g 4-hydroxy-7-trifluoromethyl-3-quinolinecarboxylic acid. The reaction is stirred at room temperature for 1 h. A solution of 0.91 mL of 4-chlorobenzylamine in 10 mL of tetrahydrofuran is added dropwise. The reaction is allowed to warm slowly to room temperature and stirred for 18 h. The reaction mixture is concentrated in vacuo. The residue is taken up in 100 mL of dichloromethane and filtered. The filtra... Reactants: FC=1C=C(N)C=C(C1)F (3,5-Difluoroaniline), [N-](C#N)C#N.[Na+] (sodium dicyanamide). The product is C(#N)N=C(NC1=CC(=CC(=C1)F)F)N (N″-cyano-N-(3,5-difluorophenyl)guanidine). RXN SMILES: [F:1][C:2]1[CH:3]=[C:4]([CH:6]=[C:7]([F:9])[CH:8]=1)[NH2:5].[N-:10]([C:13]#[N:14])[C:11]#[N:12].[Na+]>>[C:11]([N:10]=[C:13]([NH2:14])[NH:5][C:4]1[CH:3]=[C:2]([F:1])[CH:8]=[C:7]([F:9])[CH:6]=1)#[N:12] |f:1.2|. Procedure details: 3,5-Difluoroaniline and sodium dicyanamide were procesed as described in Example 71A to provide the desired compound. Product: C(C)N(C(=O)C=1C=NOC1C1=CC=CC=C1)CC (N,N-Diethyl-5-phenylisoxazole-4-carboxamide), solid. Reported procedure: The title compound was prepared from 5-(phenyl)isoxazole-4-carboxylic acid (9.5 mg, 0.050 mmol) and diethylamine (4.4 mg, 0.060 mmol) as described in synthetic method A and thereafter purified by preparative HPLC method A to give a solid (4.6 mg). MS (pos) m/z 245.2 (M+1). Starting materials: C1(=CC=CC=C1)C1=C(C=NO1)C(=O)O (5-(phenyl)isoxazole-4-carboxylic acid), C(C)NCC (diethylamine). RXN SMILES: [C:1]1([C:7]2[O:11][N:10]=[CH:9][C:8]=2[C:12]([OH:14])=O)[CH:6]=[CH:5][CH:4]=[CH:3][CH:2]=1.[CH2:15]([NH:17][CH2:18][CH3:19])[CH3:16]>>[CH2:15]([N:17]([CH2:18][CH3:19])[C:12]([C:8]1[CH:9]=[N:10][O:11][C:7]=1[C:1]1[CH:2]=[CH:3][CH:4]=[CH:5][CH:6]=1)=[O:14])[CH3:16]. Reactants: C=CCC1NC(=O)C1C(CO[SiH](C)C)C(C)(C)C, CCOC(C)=O, ClC(Cl)Cl, O=C(OO)c1cccc(Cl)c1, C1CN2OC12. Yields the product C[SiH](C)OCC(C1C(=O)NC1CC1CO1)C(C)(C)C. Reaction SMILES: [CH2:12]([CH:13]=[CH2:14])[CH:15]1[CH:16]([CH:20]([CH2:21][O:22][SiH:23]([CH3:24])[CH3:25])[C:26]([CH3:27])([CH3:28])[CH3:29])[C:17](=[O:19])[NH:18]1.[CH3:39][CH2:40][O:41][C:42](=[O:43])[CH3:44].[CH:30]([Cl:31])([Cl:32])[Cl:33].[Cl:1][c:2]1[cH:3][cH:4][cH:5][c:6]([C:7]([O:8][OH:10])=[O:9])[cH:11]1.[O:34]1[CH:35]2[CH2:36][CH2:37][N:38]12>>[O:9]1[CH:13]([CH2:12][CH:15]2[CH:16]([CH:20]([CH2:21][O:22][SiH:23]([CH3:24])[CH3:25])[C:26]([CH3:27])([CH3:28])[CH3:29])[C:17](=[O:19])[NH:18]2)[CH2:14]1. Run in C(Cl)Cl (DCM). Procedure: A mixture of crude 2-methyl-6-morpholino-1-(naphthalen-1-ylmethyl)-1H-benzo[d]imidazol-4-ol (200 mg), imidazole (73 mg) and TBDPSCl (162 mg) in dry DCM (30 mL) was stirred at room temperature for 1 h. LCMS analysis showed desired product so the solvent was removed in-vacuo. The residue was purified by silica gel chromatography eluted with EtOAc:petroleum ether=1:2 to afford the TBDP ether desired product as a white solid (260 mg, 79%). 1H NMR (300 MHz, CDCl3) δ ppm 1.24 (s, 9H), 2.53-2.56 (m, 7H... The reactants are CC1=NC2=C(N1CC1=CC=CC3=CC=CC=C13)C=C(C=C2O)N2CCOCC2 (2-methyl-6-morpholino-1-(naphthalen-1-ylmethyl)-1H-benzo[d]imidazol-4-ol), N1C=NC=C1 (imidazole), CC(C)(C)[Si](C1=CC=CC=C1)(C2=CC=CC=C2)Cl (TBDPSCl). Yields the product CC(C)(C)[Si](OC1=CC(=CC=2N(C(=NC21)C)CC2=CC=CC1=CC=CC=C21)N2CCOCC2)(C2=CC=CC=C2)C2=CC=CC=C2 (4-{[(1,1-dimethylethyl)(diphenyl)silyl]oxy}-2-methyl-6-(4-morpholinyl)-1-(1-naphthalenylmethyl)-1H-benzimidazole). Run at time 1 hour. As a reaction SMILES: [CH3:1][C:2]1[N:6]([CH2:7][C:8]2[C:17]3[C:12](=[CH:13][CH:14]=[CH:15][CH:16]=3)[CH:11]=[CH:10][CH:9]=2)[C:5]2[CH:18]=[C:19]([N:23]3[CH2:28][CH2:27][O:26][CH2:25][CH2:24]3)[CH:20]=[C:21]([OH:22])[C:4]=2[N:3]=1.N1C=CN=C1.[CH3:34][C:35]([Si:38](Cl)([C:45]1[CH:50]=[CH:49][CH:48]=[CH:47][CH:46]=1)[C:39]1[CH:44]=[CH:43][CH:42]=[CH:41][CH:40]=1)([CH3:37])[CH3:36]>C(Cl)Cl>[CH3:37][C:35]([Si:38]([C:45]1[CH:50]=[CH:49][CH:48]=[CH:47][CH:46]=1)([C:39]1[CH:40]=[CH:41][CH:42]=[CH:43][CH:44]=1)[O:22][C:21]1[C:4]2[N:3]=[C:2]([CH3:1])[N:6]([CH2:7][C:8]3[C:17]4[C:12](=[CH:13][CH:14]=[CH:15][CH:16]=4)[CH:11]=[CH:10][CH:9]=3)[C:5]=2[CH:18]=[C:19]([N:23]2[CH2:28][CH2:27][O:26][CH2:25][CH2:24]2)[CH:20]=1)([CH3:34])[CH3:36]. Reactants: COC=1C(=C(C(=O)O)C=C(C1)OC)C (3,5-dimethoxy-2-methylbenzoic acid), S(=O)(Cl)Cl (thionyl chloride), C12(CC3CC(CC(C1)C3)C2)CN (1-adamantanemethylamine). The solvent is ClCCl (dichloromethane), ClCCl (dichloromethane), C(C)N(CC)CC (triethylamine). Run at time 2 day. Yields the product COC=1C(=C(C(=O)NCC23CC4(CC(CC(C2)C4)C3)Cl)C=C(C1)OC)C (3,5-Dimethoxy-2-methyl-N-(3-chloro-tricyclo[3.3.1.13,7]dec-1ylmethyl)-benzamide). RXN SMILES: [CH3:1][O:2][C:3]1[C:4]([CH3:14])=[C:5]([CH:9]=[C:10]([O:12][CH3:13])[CH:11]=1)[C:6]([OH:8])=O.S(Cl)([Cl:17])=O.[C:19]12([CH2:29][NH2:30])[CH2:28][CH:23]3[CH2:24][CH:25]([CH2:27][CH:21]([CH2:22]3)[CH2:20]1)[CH2:26]2>ClCCl.C(N(CC)CC)C>[CH3:1][O:2][C:3]1[C:4]([CH3:14])=[C:5]([CH:9]=[C:10]([O:12][CH3:13])[CH:11]=1)[C:6]([NH:30][CH2:29][C:19]12[CH2:26][CH:25]3[CH2:24][CH:23]([CH2:22][C:21]([Cl:17])([CH2:27]3)[CH2:20]1)[CH2:28]2)=[O:8]. Reported procedure: A mixture of 3,5-dimethoxy-2-methylbenzoic acid from Example 67 a) (0.15 g) and thionyl chloride (2 ml) was heated to reflux temperature for 2 minutes before cooling to room temperature and concentratedunder reduced pressure. The residue was dissolved in dichloromethane (1 ml) and added to a solution of 1-adamantanemethylamine (0.104 g) in dichloromethane (5 ml) and triethylamine (1 ml) and the resulting reaction mixture stirred for 2 days. The reaction was partitioned between dichloromethane (1... Starting materials: CC1=CC=C(C=C1)C(CCC1=CC=C(C=C1)N)=O (1-(4-methylphenyl)-3-(4-aminophenyl)-n-propan-1-one), [H][H] (hydrogen). Reagents/catalysts: [Pd] (Pd on charcoal). Run in O1CCCC1 (tetrahydrofuran). Yields the product CC1=CC=C(C=C1)C(CCC1=CC=C(C=C1)N)O (1-(4-Methylphenyl)-3-(4-aminophenyl)-n-propan-1-ol). RXN SMILES: [CH3:1][C:2]1[CH:7]=[CH:6][C:5]([C:8](=[O:18])[CH2:9][CH2:10][C:11]2[CH:16]=[CH:15][C:14]([NH2:17])=[CH:13][CH:12]=2)=[CH:4][CH:3]=1.[H][H]>O1CCCC1.[Pd]>[CH3:1][C:2]1[CH:7]=[CH:6][C:5]([CH:8]([OH:18])[CH2:9][CH2:10][C:11]2[CH:12]=[CH:13][C:14]([NH2:17])=[CH:15][CH:16]=2)=[CH:4][CH:3]=1. Procedure details: 60 g of the 1-(4-methylphenyl)-3-(4-aminophenyl)-n-propan-1-one prepared as described in Example A were hydrogenated, in 1 liter of tetrahydrofuran, in the presence of 5 g of 10% strength Pd on charcoal, under 1.1 bar, until 5.5 liters of hydrogen had been absorbed. The catalyst was separated off and the reaction solution was evaporated down, and the oil obtained crystallized on trituration with diisopropyl ether. After the white crystals had been dried, 53 g (88% of theory) of the carbinol of m...